describe an organic reaction: reactants, conditions, products, and yield From a dataset of the Open Reaction Database (ORD), a public repository of structured organic reaction records. The reactants are CN1C(=CC(C=C1C)=O)C (N-methyl-2,6-dimethyl-4-pyridone), C(=O)(Cl)Cl (phosgene). Product: C(C)C(C(=O)Cl)CCCC (2-ethylhexanoyl chloride). Yield: 89.0%. Reaction SMILES: CN1[C:7]([CH3:8])=[CH:6][C:5](=O)[CH:4]=[C:3]1[CH3:10].[C:11](Cl)([Cl:13])=[O:12]>>[CH2:3]([CH:4]([CH2:5][CH2:6][CH2:7][CH3:8])[C:11]([Cl:13])=[O:12])[CH3:10]. Procedure: This time, 10 mmols of N-methyl-2,6-dimethyl-4-pyridone were used and 117 g of phosgene were introduced in the course of 2 and a half hours. A yield of 89% of 2-ethylhexanoyl chloride was obtained, after distillation. Starting materials: C1(CCCCC1)C1=C(C=C(OCC2=CC=C(C=N2)N2CCN(CC2)C(=O)OC(C)(C)C)C=C1)C(F)(F)F (tert-butyl 4-[6-(4-cyclohexyl-3-trifluoromethyl-phenoxymethyl)-pyridin-3-yl]-piperazine-1-carboxylate), FC(C(=O)O)(F)F (trifluoroacetic acid), C(C=C)(=O)OC(C)(C)C (tert-butyl acrylate), CCN(C(C)C)C(C)C (DIEA). Run in C(Cl)Cl (DCM), CO (MeOH). Conditions: time 1 hour. Product: C1(CCCCC1)C1=C(C=C(OCC2=CC=C(C=N2)N2CCN(CC2)CCC(=O)O)C=C1)C(F)(F)F (3-{4-[6-(4-Cyclohexyl-3-trifluoromethyl-phenoxymethyl)-pyridin-3-yl]-piperazin-1-yl}-propionic acid). As a reaction SMILES: [CH:1]1([C:7]2[CH:33]=[CH:32][C:10]([O:11][CH2:12][C:13]3[N:18]=[CH:17][C:16]([N:19]4[CH2:24][CH2:23][N:22](C(OC(C)(C)C)=O)[CH2:21][CH2:20]4)=[CH:15][CH:14]=3)=[CH:9][C:8]=2[C:34]([F:37])([F:36])[F:35])[CH2:6][CH2:5][CH2:4][CH2:3][CH2:2]1.FC(F)(F)C(O)=O.[C:45]([O:49]C(C)(C)C)(=[O:48])[CH:46]=[CH2:47].CCN(C(C)C)C(C)C>C(Cl)Cl.CO>[CH:1]1([C:7]2[CH:33]=[CH:32][C:10]([O:11][CH2:12][C:13]3[N:18]=[CH:17][C:16]([N:19]4[CH2:24][CH2:23][N:22]([CH2:47][CH2:46][C:45]([OH:49])=[O:48])[CH2:21][CH2:20]4)=[CH:15][CH:14]=3)=[CH:9][C:8]=2[C:34]([F:36])([F:35])[F:37])[CH2:6][CH2:5][CH2:4][CH2:3][CH2:2]1. Reported procedure: To a solution of tert-butyl 4-[6-(4-cyclohexyl-3-trifluoromethyl-phenoxymethyl)-pyridin-3-yl]-piperazine-1-carboxylate (0.021 mmol) in DCM (1 mL) is added trifluoroacetic acid (2 mL). The reaction mixture is stirred at room temperature for 1 hour and evaporated to dryness. The residue is mixed with tert-butyl acrylate (0.3 mmol) and DIEA (0.6 mmol) in MeOH (1.5 mL). The mixture is heated in a microwave oven at 90° C. for 30 minutes and evaporated to dryness. To a solution of the residue in DCM (... Starting materials: CN1CCC(CC1)C1=NC=2C(=NC=CC2)N1 (2-(1-methylpiperidin-4-yl)-3H-imidazo-[4,5-b] pyridine), C(C1=CC=CC=C1)Cl (benzylchloride). Yields the product C(C1=CC=CC=C1)N1C(=NC=2C1=NC=CC2)C2CCN(CC2)C (3-benzyl-2-(1-methylpiperidin-4-yl)-3H- imidazo-[4,5-b] pyridine). RXN SMILES: [CH3:1][N:2]1[CH2:7][CH2:6][CH:5]([C:8]2[NH:16][C:11]3=[N:12][CH:13]=[CH:14][CH:15]=[C:10]3[N:9]=2)[CH2:4][CH2:3]1.[CH2:17](Cl)[C:18]1[CH:23]=[CH:22][CH:21]=[CH:20][CH:19]=1>>[CH2:17]([N:16]1[C:11]2=[N:12][CH:13]=[CH:14][CH:15]=[C:10]2[N:9]=[C:8]1[CH:5]1[CH2:4][CH2:3][N:2]([CH3:1])[CH2:7][CH2:6]1)[C:18]1[CH:23]=[CH:22][CH:21]=[CH:20][CH:19]=1. Reported procedure: Operation is carried out similarly to the above description with the difference that 2-(1-methylpiperidin-4-yl)-3H-imidazo-[4,5-b] pyridine is reacted with benzylchloride to obtain 3-benzyl-2-(1-methylpiperidin-4-yl)-3H- imidazo-[4,5-b] pyridine which is isolated as fumarate melting at 205°-207° C. (ethyl alcohol). Reactants: [OH-].[Na+] (Sodium hydroxide), FC(C1=CC=C(C=C1)/C=C/C=1OC=C(N1)COC1=CC=C(C=C1)CCCCN1C(=NC=C1)CCC(=O)OCC)(F)F (ethyl 3-[1-[4-[4-[[2-[(E)-2-[4-(trifluoromethyl)phenyl]ethenyl]-1,3-oxazol-4-yl]methoxy]phenyl]butyl]-1H-imidazol-2-yl]propionate), Cl (hydrochloric acid). The solvent is CO (methanol). Yields the product FC(C1=CC=C(C=C1)/C=C/C=1OC=C(N1)COC1=CC=C(C=C1)CCCCN1C(=NC=C1)CCC(=O)O)(F)F (3-[1-[4-[4-[[2-[(E)-2-[4-(trifluoromethyl)phenyl]ethenyl]-1,3-oxazol-4-yl]methoxy]phenyl]butyl]-1H-imidazol-2-yl]propionic acid). Isolated yield 63.9%. RXN SMILES: [OH-].[Na+].[F:3][C:4]([F:43])([F:42])[C:5]1[CH:10]=[CH:9][C:8](/[CH:11]=[CH:12]/[C:13]2[O:14][CH:15]=[C:16]([CH2:18][O:19][C:20]3[CH:25]=[CH:24][C:23]([CH2:26][CH2:27][CH2:28][CH2:29][N:30]4[CH:34]=[CH:33][N:32]=[C:31]4[CH2:35][CH2:36][C:37]([O:39]CC)=[O:38])=[CH:22][CH:21]=3)[N:17]=2)=[CH:7][CH:6]=1.Cl>CO>[F:42][C:4]([F:3])([F:43])[C:5]1[CH:10]=[CH:9][C:8](/[CH:11]=[CH:12]/[C:13]2[O:14][CH:15]=[C:16]([CH2:18][O:19][C:20]3[CH:25]=[CH:24][C:23]([CH2:26][CH2:27][CH2:28][CH2:29][N:30]4[CH:34]=[CH:33][N:32]=[C:31]4[CH2:35][CH2:36][C:37]([OH:39])=[O:38])=[CH:22][CH:21]=3)[N:17]=2)=[CH:7][CH:6]=1 |f:0.1|. Procedure details: 1N Sodium hydroxide (13 ml) was added to a solution of ethyl 3-[1-[4-[4-[[2-[(E)-2-[4-(trifluoromethyl)phenyl]ethenyl]-1,3-oxazol-4-yl]methoxy]phenyl]butyl]-1H-imidazol-2-yl]propionate (3.69 g) in methanol (50 ml), and the mixture was refluxed for 5.5 hr. The reaction mixture was neutralized with 1N hydrochloric acid and concentrated. The precipitated crystals were filtered, washed with water and recrystallized from ethyl acetate-methanol-hexane to give the titled compound (2.24 g) as a colorles...